describe an organic reaction: reactants, conditions, products, and yield From a dataset of the Open Reaction Database (ORD), a public repository of structured organic reaction records. Reactants: NC1=CC=C(C=C1)N1CCC(CC1)C(C(=O)OC)C1=CC=CC=C1 ((±)-methyl 1-(4-aminophenyl)-α-phenyl-4-piperidineacetate), CCN(C(C)C)C(C)C (DIPEA), C(C)(C)(C)C1=CC=C(C=C1)C1=C(C(=O)O)C=CC=C1 (2-(4-tert-butylphenyl)benzoic acid), S(=O)(Cl)Cl (thionyl chloride). Reagents/catalysts: CN(C)C=O (DMF). Solvent: C(Cl)Cl (DCM), C(Cl)Cl (DCM). Product: N1CCC(CC1)CC(=O)O (4-piperidineacetic acid). Yield: 303.8%. RXN SMILES: C(C1C=CC(C2C=CC=CC=2C(O)=O)=CC=1)(C)(C)C.S(Cl)(Cl)=O.NC1C=CC([N:31]2[CH2:36][CH2:35][CH:34]([CH:37](C3C=CC=CC=3)[C:38]([O:40]C)=[O:39])[CH2:33][CH2:32]2)=CC=1.CCN(C(C)C)C(C)C>CN(C=O)C.C(Cl)Cl>[NH:31]1[CH2:36][CH2:35][CH:34]([CH2:37][C:38]([OH:40])=[O:39])[CH2:33][CH2:32]1. Procedure: A mixture of 2-(4-tert-butylphenyl)benzoic acid (0.02 mol) and thionyl chloride (0.04 mol) and DMF (5 drops) in DCM (50 ml) was stirred and refluxed for 1 hour. The solvent was evaporated and DCM (2×50 ml) was added and again the solvent was evaporated. The residue was dissolved in DCM (50 ml) and added to a solution of intermediate (18) (0.02 mol) and DIPEA (0.04 mol) in DCM (50 ml). The reaction mixture was stirred at room temperature for 4 hours. The residue was purified by column chromatogra... Reactants: CCOC(=O)Cc1ccccc1Oc1ccc(CBr)cc1, CCc1cc(=O)c2c([nH]1)CCCC2, [H-], [H][H], [Na+], CN(C)C=O, O. The product is CCOC(=O)Cc1ccccc1Oc1ccc(COc2cc(CC)nc3c2CCCC3)cc1. RXN SMILES: [Br:18][CH2:19][c:20]1[cH:21][cH:22][c:23]([O:24][c:25]2[c:26]([CH2:31][C:32](=[O:33])[O:34][CH2:35][CH3:36])[cH:27][cH:28][cH:29][cH:30]2)[cH:37][cH:38]1.[CH2:3]([CH3:4])[c:5]1[nH:6][c:7]2[c:12]([c:13](=[O:15])[cH:14]1)[CH2:11][CH2:10][CH2:9][CH2:8]2.[H-:1].[H:16][H:17].[Na+:2].[O:39]=[CH:40][N:41]([CH3:42])[CH3:43].[OH2:44]>>[CH2:3]([CH3:4])[c:5]1[n:6][c:7]2[c:12]([c:13]([O:15][CH2:19][c:20]3[cH:21][cH:22][c:23]([O:24][c:25]4[c:26]([CH2:31][C:32](=[O:33])[O:34][CH2:35][CH3:36])[cH:27][cH:28][cH:29][cH:30]4)[cH:37][cH:38]3)[cH:14]1)[CH2:11][CH2:10][CH2:9][CH2:8]2.